Dataset: the Open Reaction Database (ORD), a public repository of structured organic reaction records. Task: describe an organic reaction: reactants, conditions, products, and yield Starting materials: ClC1=C(N)C=CC(=C1)I (2-chloro-4-iodoaniline), C(C)(C)[N-]C(C)C.[Li+] (lithium diisopropylamide), CN(S(=O)(=O)C1=CC(=C(C(=O)O)C=C1)F)C (4-dimethylsulfamoyl-2-fluoro-benzoic acid). The solvent is O1CCCC1 (tetrahydrofuran), O1CCCC1 (tetrahydrofuran). Conditions: time 5 minute. The product is ClC1=C(C=CC(=C1)I)NC1=C(C(=O)O)C=CC(=C1)S(N(C)C)(=O)=O (2-(2-chloro-4-iodo-phenylamino)-4-dimethylsulfamoyl-benzoic acid). As a reaction SMILES: [Cl:1][C:2]1[CH:8]=[C:7]([I:9])[CH:6]=[CH:5][C:3]=1[NH2:4].C([N-]C(C)C)(C)C.[Li+].[CH3:18][N:19]([CH3:33])[S:20]([C:23]1[CH:31]=[CH:30][C:26]([C:27]([OH:29])=[O:28])=[C:25](F)[CH:24]=1)(=[O:22])=[O:21]>O1CCCC1>[Cl:1][C:2]1[CH:8]=[C:7]([I:9])[CH:6]=[CH:5][C:3]=1[NH:4][C:25]1[CH:24]=[C:23]([S:20](=[O:22])(=[O:21])[N:19]([CH3:18])[CH3:33])[CH:31]=[CH:30][C:26]=1[C:27]([OH:29])=[O:28] |f:1.2|. Procedure details: To a stirring cold (−78° C.) solution comprised of 2-chloro-4-iodoaniline (1 molar equivalent) in anhydrous tetrahydrofuran under a nitrogen atmosphere is added a commercially available lithium diisopropylamide solution (Aldrich, 2.0 M in tetrahydrofuran/heptane/ethylbenzene, 1 molar equivalent). After stirring for 5 minutes, a solution comprised of 4-dimethylsulfamoyl-2-fluoro-benzoic acid (1 molar equivalent) in tetrahydrofuran is added. The cold bath is removed and the reaction mixture is sti... Reactants: CC[O-], CS(C)=O, CCO, ClCc1ccccc1, Cc1cnc(I)c(O)c1, [Na+], [Na], O. Yields the product Cc1cnc(I)c(OCc2ccccc2)c1. As a reaction SMILES: [CH3:11][CH2:12][O-:13].[CH3:24][S:25](=[O:26])[CH3:27].[CH3:28][CH2:29][OH:30].[Cl:15][CH2:16][c:17]1[cH:18][cH:19][cH:20][cH:21][cH:22]1.[I:1][c:2]1[n:3][cH:4][c:5]([CH3:9])[cH:6][c:7]1[OH:8].[Na+:10].[Na:14].[OH2:23]>>[I:1][c:2]1[n:3][cH:4][c:5]([CH3:9])[cH:6][c:7]1[O:8][CH2:16][c:17]1[cH:18][cH:19][cH:20][cH:21][cH:22]1. Yields the product C(C1=CC=CC=C1)OC[C@@H](C\C=C\C)O ((2R,4E)-1-(benzyloxy)hex-4-en-2-ol). Reaction conditions: temperature 100 celsius. As a reaction SMILES: [H-].[Al+3].[Li+].[H-].[H-].[H-].[CH2:7]([O:14][CH2:15][C@H:16]([OH:21])[CH2:17][C:18]#[C:19][CH3:20])[C:8]1[CH:13]=[CH:12][CH:11]=[CH:10][CH:9]=1>COCCOC>[CH2:7]([O:14][CH2:15][C@H:16]([OH:21])[CH2:17]/[CH:18]=[CH:19]/[CH3:20])[C:8]1[CH:13]=[CH:12][CH:11]=[CH:10][CH:9]=1 |f:0.1.2.3.4.5|. Run in COCCOC (1,2-dimethoxyethane). Reactants: [H-].[Al+3].[Li+].[H-].[H-].[H-] (Lithium aluminum hydride), C(C1=CC=CC=C1)OC[C@@H](CC#CC)O ((2R)-1-(benzyloxy)hex-4-yn-2-ol). Procedure: Lithium aluminum hydride (93 g, 2.4 mol) was gradually added portion-wise to a 10-20° C. solution of C9 (167 g, 0.818 mol) in 1,2-dimethoxyethane (2.2 L), and the reaction was heated at 100° C. for 16 hours. The reaction mixture was allowed to cool to room temperature, and was then quenched with ice followed by aqueous hydrochloric acid (2 M, 2 L) at 10-20° C. The resulting mixture was extracted with ethyl acetate (2 L), and the combined organic layers were dried over sodium sulfate and concentr...